The task is: describe an organic reaction: reactants, conditions, products, and yield. This data is from the Open Reaction Database (ORD), a public repository of structured organic reaction records. The reactants are CC(C)Oc1ccc(S(C)(=O)=O)cc1C(=O)O, O=[N+]([O-])c1ccc2c(c1)CNCC2. Product: CC(C)Oc1ccc(S(C)(=O)=O)cc1C(=O)N1CCc2ccc([N+](=O)[O-])cc2C1. As a reaction SMILES: [CH:14]([CH3:15])([CH3:16])[O:17][c:18]1[c:19]([C:20](=[O:21])[OH:22])[cH:23][c:24]([S:27](=[O:28])(=[O:29])[CH3:30])[cH:25][cH:26]1.[N+:1](=[O:2])([O-:3])[c:4]1[cH:5][cH:6][c:7]2[c:12]([cH:13]1)[CH2:11][NH:10][CH2:9][CH2:8]2>>[N+:1](=[O:2])([O-:3])[c:4]1[cH:5][cH:6][c:7]2[c:12]([cH:13]1)[CH2:11][N:10]([C:20]([c:19]1[c:18]([O:17][CH:14]([CH3:15])[CH3:16])[cH:26][cH:25][c:24]([S:27](=[O:28])(=[O:29])[CH3:30])[cH:23]1)=[O:21])[CH2:9][CH2:8]2. Product: ClC1=CC=C(C=C1)C=1N=C(OC1CCC(=O)O)NC (4-(4-chlorophenyl)-2-methylamino-5-oxazolepropionic acid). Reaction SMILES: Cl[C:2]1[O:3][C:4]([CH2:14][CH2:15][C:16]([OH:18])=[O:17])=[C:5]([C:7]2[CH:12]=[CH:11][C:10]([Cl:13])=[CH:9][CH:8]=2)[N:6]=1.[CH3:19][NH2:20]>CC(O)C>[Cl:13][C:10]1[CH:11]=[CH:12][C:7]([C:5]2[N:6]=[C:2]([NH:20][CH3:19])[O:3][C:4]=2[CH2:14][CH2:15][C:16]([OH:18])=[O:17])=[CH:8][CH:9]=1. The yield is 86.0%. Reported procedure: A mixture of 2-chloro-4-(4-chlorophenyl)-5-oxazolepropionic acid (1.43 g), an aqueous solution of 30% methylamine (4.0 ml) and 2-propanol (20 ml) was stirred in a sealed tube at 100° C. for 4 hours. The reaction mixture was concentrated, and water was added to the resulting residue. The pH was then adjusted 3 with 2 N hydrochloric acid. The crystals thus precipitated were collected by filtration to obtain 4-(4-chlorophenyl)-2-methylamino-5-oxazolepropionic acid (1.21 g, 86%). This was recrystall... Reactants: ClC=1OC(=C(N1)C1=CC=C(C=C1)Cl)CCC(=O)O (2-chloro-4-(4-chlorophenyl)-5-oxazolepropionic acid), CN (methylamine). Solvent: CC(C)O (2-propanol). The reactants are CC(=O)O[BH-](OC(C)=O)OC(C)=O, CC1CNCC(C)N1, ClCCCl, ClCCl, [Na+], O=Cc1csc(-c2cccnc2N2CCC3(CC2)OCCO3)n1. The product is CC1CN(Cc2csc(-c3cccnc3N3CCC4(CC3)OCCO4)n2)CC(C)N1. Reaction SMILES: [C:32]([O:33][BH-:34]([O:35][C:36](=[O:37])[CH3:38])[O:39][C:40](=[O:41])[CH3:42])(=[O:43])[CH3:44].[CH3:24][CH:25]1[NH:26][CH:27]([CH3:31])[CH2:28][NH:29][CH2:30]1.[Cl:46][CH2:47][CH2:48][Cl:49].[Cl:50][CH2:51][Cl:52].[Na+:45].[O:1]1[CH2:2][CH2:3][O:4][C:5]12[CH2:6][CH2:7][N:8]([c:11]1[n:12][cH:13][cH:14][cH:15][c:16]1-[c:17]1[s:18][cH:19][c:20]([CH:22]=[O:23])[n:21]1)[CH2:9][CH2:10]2>>[O:1]1[CH2:2][CH2:3][O:4][C:5]12[CH2:6][CH2:7][N:8]([c:11]1[n:12][cH:13][cH:14][cH:15][c:16]1-[c:17]1[s:18][cH:19][c:20]([CH2:22][N:29]3[CH2:28][CH:27]([CH3:31])[NH:26][CH:25]([CH3:24])[CH2:30]3)[n:21]1)[CH2:9][CH2:10]2. Reactants: C1(CCCC1)C1=C(C=C(COC2=CC=3C=C4N(C3C=C2)CCC4CC(=O)O)C=C1)C(F)(F)F (2-(7-(4-cyclopentyl-3-(trifluoromethyl)benzyloxy)-2,3-dihydro-1H-pyrrolo[1,2-a]indol-1-yl)acetic acid), IN1C(CCC1=O)=O (1-iodopyrrolidine-2,5-dione). Product: C1(CCCC1)C1=C(C=C(COC2=CC=3C(=C4N(C3C=C2)CCC4CC(=O)O)I)C=C1)C(F)(F)F (2-(7-(4-Cyclopentyl-3-(trifluoromethyl)benzyloxy)-9-iodo-2,3-dihydro-1H-pyrrolo[1,2-a]indol-1-yl)acetic Acid). Reaction SMILES: [CH:1]1([C:6]2[CH:29]=[CH:28][C:9]([CH2:10][O:11][C:12]3[CH:20]=[CH:19][C:18]4[N:17]5[CH2:21][CH2:22][CH:23]([CH2:24][C:25]([OH:27])=[O:26])[C:16]5=[CH:15][C:14]=4[CH:13]=3)=[CH:8][C:7]=2[C:30]([F:33])([F:32])[F:31])[CH2:5][CH2:4][CH2:3][CH2:2]1.[I:34]N1C(=O)CCC1=O>>[CH:1]1([C:6]2[CH:29]=[CH:28][C:9]([CH2:10][O:11][C:12]3[CH:20]=[CH:19][C:18]4[N:17]5[CH2:21][CH2:22][CH:23]([CH2:24][C:25]([OH:27])=[O:26])[C:16]5=[C:15]([I:34])[C:14]=4[CH:13]=3)=[CH:8][C:7]=2[C:30]([F:33])([F:31])[F:32])[CH2:5][CH2:4][CH2:3][CH2:2]1. Procedure details: From 2-(7-(4-cyclopentyl-3-(trifluoromethyl)benzyloxy)-2,3-dihydro-1H-pyrrolo[1,2-a]indol-1-yl)acetic acid and 1-iodopyrrolidine-2,5-dione, in a similar manner to the one described in Example 1.4, the title compound was obtained as a brown solid. LCMS m/z=584.5 [M+H]+; 1H NMR (400 MHz, DMSO-d6) 5 ppm 1.55-1.73 (m, 4H), 1.78-1.89 (m, 2H), 1.94-2.06 (m, 2H), 2.25-2.37 (m, 1H), 2.45-2.58 (m, 1H), 2.77-2.90 (m, 1H), 3.00 (dd, J=16.36, 3.35 Hz, 1H), 3.20-3.29 (m, 1H), 3.52-3.61 (m, 1H), 4.00-4.10 (m,... The reactants are CCc1ccc(OCCCOc2ccc3c(c2)CCC3CC(=O)OC)c(C)n1, C1CCOC1, CO, [Li+], [OH-], O, O. Product: CCc1ccc(OCCCOc2ccc3c(c2)CCC3CC(=O)O)c(C)n1. Reaction SMILES: [CH2:1]([CH3:2])[c:3]1[cH:4][cH:5][c:6]([O:10][CH2:11][CH2:12][CH2:13][O:14][c:15]2[cH:16][c:17]3[c:21]([cH:22][cH:23]2)[CH:20]([CH2:24][C:25](=[O:26])[O:27][CH3:28])[CH2:19][CH2:18]3)[c:7]([CH3:9])[n:8]1.[CH2:32]1[O:33][CH2:34][CH2:35][CH2:36]1.[CH3:37][OH:38].[Li+:30].[OH-:29].[OH2:31].[OH2:39]>>[CH2:1]([CH3:2])[c:3]1[cH:4][cH:5][c:6]([O:10][CH2:11][CH2:12][CH2:13][O:14][c:15]2[cH:16][c:17]3[c:21]([cH:22][cH:23]2)[CH:20]([CH2:24][C:25](=[O:26])[OH:27])[CH2:19][CH2:18]3)[c:7]([CH3:9])[n:8]1. The reactants are COC(=O)c1c[nH]c(=O)c(Br)c1, CC(C)NC(C)C, [Na+], [Na+], [Na+], CC(=O)[O-], CC(=O)[O-], CN(C)C=O, O, O, OB(O)c1ccc(F)cc1, [Pd+2], O=S(=O)([O-])c1cccc(P(c2cccc(S(=O)(=O)[O-])c2)c2cccc(S(=O)(=O)[O-])c2)c1. The product is COC(=O)c1c[nH]c(=O)c(-c2ccc(F)cc2)c1. Reaction SMILES: [Br:1][c:2]1[cH:3][c:4]([C:9](=[O:10])[O:11][CH3:12])[cH:5][nH:6][c:7]1=[O:8].[CH:58]([NH:59][CH:60]([CH3:61])[CH3:62])([CH3:63])[CH3:64].[Na+:23].[Na+:56].[Na+:57].[O-:72][C:73]([CH3:74])=[O:75].[O-:76][C:77]([CH3:78])=[O:79].[O:65]=[CH:66][N:67]([CH3:68])[CH3:69].[OH2:24].[OH2:70].[OH:13][B:14]([OH:15])[c:16]1[cH:17][cH:18][c:19]([F:20])[cH:21][cH:22]1.[Pd+2:71].[S:25]([c:26]1[cH:27][c:28]([P:29]([c:30]2[cH:31][cH:32][cH:33][c:34]([S:35]([O-:36])(=[O:37])=[O:38])[cH:39]2)[c:40]2[cH:41][cH:42][cH:43][c:44]([S:45]([O-:46])(=[O:47])=[O:48])[cH:49]2)[cH:50][cH:51][cH:52]1)([O-:53])(=[O:54])=[O:55]>>[c:2]1(-[c:16]2[cH:17][cH:18][c:19]([F:20])[cH:21][cH:22]2)[cH:3][c:4]([C:9](=[O:10])[O:11][CH3:12])[cH:5][nH:6][c:7]1=[O:8]. Starting materials: CNOC, CCN=C=NCCCN(C)C, CCOC(C)=O, O=C(O)c1cnc(Cl)c(Cl)c1, ClCCl, Cl, Cl, On1nnc2ccccc21. Yields the product CON(C)C(=O)c1cnc(Cl)c(Cl)c1. Reaction SMILES: [CH3:13][NH:14][O:15][CH3:16].[CH3:18][N:19]([CH3:20])[CH2:21][CH2:22][CH2:23][N:24]=[C:25]=[N:26][CH2:27][CH3:28].[CH3:42][CH2:43][O:44][C:45](=[O:46])[CH3:47].[Cl:1][c:2]1[c:3]([Cl:11])[n:4][cH:5][c:6]([C:7](=[O:8])[OH:9])[cH:10]1.[Cl:39][CH2:40][Cl:41].[ClH:12].[ClH:17].[OH:29][n:30]1[c:31]2[cH:32][cH:33][cH:34][cH:35][c:36]2[n:37][n:38]1>>[Cl:1][c:2]1[c:3]([Cl:11])[n:4][cH:5][c:6]([C:7](=[O:8])[N:14]([CH3:13])[O:15][CH3:16])[cH:10]1. Reactants: BrC=1C=CC(=C2C(N(CC12)C)=O)NC1=NC(=NC=C1C(F)(F)F)NC1=C(C=C(CP(OCC)(OCC)=O)C=C1)OC (Diethyl [4-({4-[(7-bromo-2-methyl-3-oxo-2,3-dihydro-1H-isoindol-4-yl)amino]-5-(trifluoromethyl) pyrimidin-2-yl}amino)-3-methoxybenzyl]phosphonate), CN1CCNCC1 (N-methylpiperazine), ( 100 ). Yields the product COC=1C=C(CP(OCC)(OCC)=O)C=CC1NC1=NC=C(C(=N1)NC1=C2C(N(CC2=C(C=C1)N1CCN(CC1)C)C)=O)C(F)(F)F (Diethyl (3-methoxy-4-{[4-{[2-methyl-7-(4-methylpiperazin-1-yl)-3-oxo-2,3-dihydro-1H-isoindol-4-yl]amino}-5-(trifluoromethyl)pyrimidin-2-yl]amino}benzyl)phosphonate). Reaction SMILES: Br[C:2]1[CH:3]=[CH:4][C:5]([NH:13][C:14]2[C:19]([C:20]([F:23])([F:22])[F:21])=[CH:18][N:17]=[C:16]([NH:24][C:25]3[CH:39]=[CH:38][C:28]([CH2:29][P:30](=[O:37])([O:34][CH2:35][CH3:36])[O:31][CH2:32][CH3:33])=[CH:27][C:26]=3[O:40][CH3:41])[N:15]=2)=[C:6]2[C:10]=1[CH2:9][N:8]([CH3:11])[C:7]2=[O:12].[CH3:42][N:43]1[CH2:48][CH2:47][NH:46][CH2:45][CH2:44]1>>[CH3:41][O:40][C:26]1[CH:27]=[C:28]([CH:38]=[CH:39][C:25]=1[NH:24][C:16]1[N:15]=[C:14]([NH:13][C:5]2[CH:4]=[CH:3][C:2]([N:46]3[CH2:47][CH2:48][N:43]([CH3:42])[CH2:44][CH2:45]3)=[C:10]3[C:6]=2[C:7](=[O:12])[N:8]([CH3:11])[CH2:9]3)[C:19]([C:20]([F:21])([F:23])[F:22])=[CH:18][N:17]=1)[CH2:29][P:30](=[O:37])([O:34][CH2:35][CH3:36])[O:31][CH2:32][CH3:33]. Procedure: The title compound was prepared according to the procedure for Example 199 using Diethyl [4-({4-[(7-bromo-2-methyl-3-oxo-2,3-dihydro-1H-isoindol-4-yl)amino]-5-(trifluoromethyl) pyrimidin-2-yl}amino)-3-methoxybenzyl]phosphonate and N-methylpiperazine. MS (ES+): m/z 678.34 (100) [MH+]; HPLC: tR=0.71 min (UPLC, purity). Isolated yield 50.4%. RXN SMILES: [F:1][C:2]1[CH:16]=[CH:15][C:5]([O:6][CH2:7][C@H:8]2[CH2:12][O:11]C(C)(C)[O:9]2)=[CH:4][CH:3]=1.Cl.CC(=O)C>C(O)C>[F:1][C:2]1[CH:3]=[CH:4][C:5]([O:6][CH2:7][C@H:8]([OH:9])[CH2:12][OH:11])=[CH:15][CH:16]=1. The product is 11, FC1=CC=C(OC[C@@H](CO)O)C=C1 ((-)-(R)-3-(4-fluorophenoxy)-1,2-propanediol). Starting materials: 26, FC1=CC=C(OC[C@@H]2OC(OC2)(C)C)C=C1 ((S)-4-[(4-fluorophenoxy)methyl]-2,2-dimethyl-1,3-dioxolane), Cl (hydrochloric acid), CC(C)=O (2-propanone). Reaction conditions: time 2 hour. Procedure: A mixture of 26 parts of (S)-4-[(4-fluorophenoxy)methyl]-2,2-dimethyl-1,3-dioxolane, 35 parts of a hydrochloric acid solution 2N and 80 parts of 2-propanone was stirred for 2 hours at reflux temperature. The mixture was stirred overnight at room temperature, diluted with 240 parts of ethanol and evaporated. The residue was dissolved in trichloromethane. The organic layer was washed twice with water, dried, filtered and evaporated. The residue was crystallized from tetrachloromethane. The product... Run in C(C)O (ethanol). Starting materials: BrC=1C=2N(C=NC1Cl)C(N(N2)CC=2C=NC(=CC2)C(F)(F)F)=O (8-bromo-7-chloro-2-((6-(trifluoromethyl)pyridin-3-yl)methyl)-[1,2,4]triazolo[4,3-c]pyrimidin-3(2H)-one), ClC1=CC=C(C=C1)B(O)O (4-chlorophenylboronic acid), C(=O)([O-])[O-].[Na+].[Na+] (Na2CO3). Reagents/catalysts: C=1C=CC(=CC1)[P](C=2C=CC=CC2)(C=3C=CC=CC3)[Pd]([P](C=4C=CC=CC4)(C=5C=CC=CC5)C=6C=CC=CC6)([P](C=7C=CC=CC7)(C=8C=CC=CC8)C=9C=CC=CC9)[P](C=1C=CC=CC1)(C=1C=CC=CC1)C=1C=CC=CC1 (tetrakis(triphenylphosphine)palladium). Solvent: C1(=CC=CC=C1)C (toluene). Reaction conditions: temperature 100 celsius. Product: ClC1=CC=C(C=C1)C1=C(C=2N(C=N1)C(N(N2)CC=2C=NC(=CC2)C(F)(F)F)=O)C2=CC=C(C=C2)Cl (7,8-bis(4-chlorophenyl)-2-((6-(trifluoromethyl)pyridin-3-yl)methyl)-[1,2,4]triazolo[4,3-c]pyrimidin-3(2H)-one). Yield: 9.8%. RXN SMILES: Br[C:2]1[C:3]2[N:4]([C:9](=[O:23])[N:10]([CH2:12][C:13]3[CH:14]=[N:15][C:16]([C:19]([F:22])([F:21])[F:20])=[CH:17][CH:18]=3)[N:11]=2)[CH:5]=[N:6][C:7]=1Cl.[Cl:24][C:25]1[CH:30]=[CH:29][C:28](B(O)O)=[CH:27][CH:26]=1.C([O-])([O-])=O.[Na+].[Na+]>C1(C)C=CC=CC=1.C1C=CC([P]([Pd]([P](C2C=CC=CC=2)(C2C=CC=CC=2)C2C=CC=CC=2)([P](C2C=CC=CC=2)(C2C=CC=CC=2)C2C=CC=CC=2)[P](C2C=CC=CC=2)(C2C=CC=CC=2)C2C=CC=CC=2)(C2C=CC=CC=2)C2C=CC=CC=2)=CC=1>[Cl:24][C:25]1[CH:30]=[CH:29][C:28]([C:7]2[N:6]=[CH:5][N:4]3[C:9](=[O:23])[N:10]([CH2:12][C:13]4[CH:14]=[N:15][C:16]([C:19]([F:22])([F:21])[F:20])=[CH:17][CH:18]=4)[N:11]=[C:3]3[C:2]=2[C:28]2[CH:29]=[CH:30][C:25]([Cl:24])=[CH:26][CH:27]=2)=[CH:27][CH:26]=1 |f:2.3.4,^1:50,52,71,90|. Procedure details: To a solution of 8-bromo-7-chloro-2-((6-(trifluoromethyl)pyridin-3-yl)methyl)-[1,2,4]triazolo[4,3-c]pyrimidin-3(2H)-one (81.3 mg, 0.20 mmol) in toluene (3 mL) at room temperature under argon was added 4-chlorophenylboronic acid (46.8 mg, 0.30 mmol), tetrakis(triphenylphosphine)palladium (46 mg, 0.040 mmol), and aqueous Na2CO3 solution (2.0 M, 0.20 mL, 0.40 mmol). The resulting suspension was stirred and heated at 100° C. under argon for 22 h. Analysis by HPLC/MS indicated that starting material ...